From a dataset of the Open Reaction Database (ORD), a public repository of structured organic reaction records. describe an organic reaction: reactants, conditions, products, and yield The reactants are CN(C)C=O, Nc1ccc(S(=O)Cc2csc(N)n2)cc1, O=C(OO)c1cccc(Cl)c1. Yields the product Nc1ccc(S(=O)(=O)Cc2csc(N)n2)cc1. RXN SMILES: [CH3:28][N:29]([CH3:30])[CH:31]=[O:32].[NH2:1][c:2]1[s:3][cH:4][c:5]([CH2:7][S:8](=[O:9])[c:10]2[cH:11][cH:12][c:13]([NH2:16])[cH:14][cH:15]2)[n:6]1.[OH:17][O:18][C:19]([c:20]1[cH:21][c:22]([Cl:23])[cH:24][cH:25][cH:26]1)=[O:27]>>[NH2:1][c:2]1[s:3][cH:4][c:5]([CH2:7][S:8](=[O:9])([c:10]2[cH:11][cH:12][c:13]([NH2:16])[cH:14][cH:15]2)=[O:17])[n:6]1. The solvent is C(Cl)Cl.CO (methylene chloride methanol). Reported procedure: In a manner analogous to that described in Example 1, using as starting materials 50 mg of Z-Phe-His-OH, 28 mg of H-Leu-Val-methyl amide, 18 mg of HOBt and 31 mg of DCCI, the title compound is obtained after flash chromatography (35 g of silica gel 60, 40-63 μm, eluant system methylene chloride/methanol/concentrated ammonia 700:50:1). Rf (B2)=0.43, Rf (S10)=0.68. The reactants are N([C@@H](CC1=CC=CC=C1)C(=O)N[C@@H](CC1=CNC=N1)C(=O)O)C(=O)OCC1=CC=CC=C1 (Z-Phe-His-OH), C1CCC(CC1)N=C=NC2CCCCC2 (DCCI), N[C@@H](CC(C)C)C(=O)N[C@@H](C(C)C)C(=O)O.C[NH-] (H-Leu-Val methyl amide), C=1C=CC2=C(C1)N=NN2O (HOBt). Product: N([C@@H](CC1=CC=CC=C1)C(=O)N[C@@H](CC1=CNC=N1)C(=O)N[C@@H](CC(C)C)C(=O)N[C@@H](C(C)C)C(=O)O)C(=O)OCC1=CC=CC=C1.C[NH-] (Z-Phe-His-Leu-Val methyl amide). Reaction SMILES: [NH:1]([C:23]([O:25][CH2:26][C:27]1[CH:32]=[CH:31][CH:30]=[CH:29][CH:28]=1)=[O:24])[C@H:2]([C:10]([NH:12][C@H:13]([C:20](O)=[O:21])[CH2:14][C:15]1[N:19]=[CH:18][NH:17][CH:16]=1)=[O:11])[CH2:3][C:4]1[CH:9]=[CH:8][CH:7]=[CH:6][CH:5]=1.[NH2:33][C@H:34]([C:39]([NH:41][C@H:42]([C:46]([OH:48])=[O:47])[CH:43]([CH3:45])[CH3:44])=[O:40])[CH2:35][CH:36]([CH3:38])[CH3:37].C[NH-].C1C=CC2N(O)N=[N:57][C:55]=2C=1.C1CCC(N=C=NC2CCCCC2)CC1>C(Cl)Cl.CO>[NH:1]([C:23]([O:25][CH2:26][C:27]1[CH:32]=[CH:31][CH:30]=[CH:29][CH:28]=1)=[O:24])[C@H:2]([C:10]([NH:12][C@H:13]([C:20]([NH:33][C@H:34]([C:39]([NH:41][C@H:42]([C:46]([OH:48])=[O:47])[CH:43]([CH3:44])[CH3:45])=[O:40])[CH2:35][CH:36]([CH3:37])[CH3:38])=[O:21])[CH2:14][C:15]1[N:19]=[CH:18][NH:17][CH:16]=1)=[O:11])[CH2:3][C:4]1[CH:9]=[CH:8][CH:7]=[CH:6][CH:5]=1.[CH3:55][NH-:57] |f:1.2,5.6,7.8|. The reactants are C(=O)([O-])[O-].[K+].[K+] (K2CO3), N1(CCNCC1)C1=NSC2=C1C=CC=C2 (3-(1-piperazinyl)-1,2-benzisothiazole), ClCCOC1=C(C=C(C=C1)C(C)=O)OC (1-[4-(2-chloroethoxy)-3-methoxyphenyl]-ethanone), C(=O)([O-])[O-].[K+].[K+] (K2CO3). Solvent: C(C)#N (acetonitrile). Run at time 24 hour. The product is S1N=C(C2=C1C=CC=C2)N2CCN(CC2)CCOC2=C(C=C(C=C2)C(C)=O)OC (1-[4-[2-[4-(1,2-Benzisothiazol-3-yl)-1-piperazinyl]ethoxy]-3-methoxyphenyl]-ethanone). Yield: 122.8%. RXN SMILES: [N:1]1([C:7]2[C:11]3[CH:12]=[CH:13][CH:14]=[CH:15][C:10]=3[S:9][N:8]=2)[CH2:6][CH2:5][NH:4][CH2:3][CH2:2]1.Cl[CH2:17][CH2:18][O:19][C:20]1[CH:25]=[CH:24][C:23]([C:26](=[O:28])[CH3:27])=[CH:22][C:21]=1[O:29][CH3:30].C([O-])([O-])=O.[K+].[K+]>C(#N)C>[S:9]1[C:10]2[CH:15]=[CH:14][CH:13]=[CH:12][C:11]=2[C:7]([N:1]2[CH2:6][CH2:5][N:4]([CH2:17][CH2:18][O:19][C:20]3[CH:25]=[CH:24][C:23]([C:26](=[O:28])[CH3:27])=[CH:22][C:21]=3[O:29][CH3:30])[CH2:3][CH2:2]2)=[N:8]1 |f:2.3.4|. Reported procedure: A mixture of 3-(1-piperazinyl)-1,2-benzisothiazole (4.0 g, 18.2 mmol), 1-[4-(2-chloroethoxy)-3-methoxyphenyl]-ethanone (4.3 g, 20.0 mmol), K2CO3 (3.0 g, 21.8 mmol), acetonitrile (125 ml) and a catalytic amount of KI was heated to reflux and stirred under nitrogen for 24 hours. At this point, an additional amount of K2CO3 (1.0 g, 7.2 mmol) and alkylating agent (0.4 g, 1.7 mmol) was added to the reaction mixture and heating at reflux was resumed for 24 hours. The reaction was cooled to ambient tem... Yields the product NCC1COC(OC(CO)c2cc(C(F)(F)F)cc(C(F)(F)F)c2)C1c1ccccc1. Reactants: CO, O=C[O-], OCC(OC1OCC(CN(Cc2ccccc2)Cc2ccccc2)C1c1ccccc1)c1cc(C(F)(F)F)cc(C(F)(F)F)c1, [NH4+]. RXN SMILES: [CH3:50][OH:51].[CH:46]([O-:47])=[O:48].[F:1][C:2]([c:3]1[cH:4][c:5]([CH:13]([CH2:14][OH:15])[O:16][CH:17]2[O:18][CH2:19][CH:20]([CH2:28][N:29]([CH2:30][c:31]3[cH:32][cH:33][cH:34][cH:35][cH:36]3)[CH2:37][c:38]3[cH:39][cH:40][cH:41][cH:42][cH:43]3)[CH:21]2[c:22]2[cH:23][cH:24][cH:25][cH:26][cH:27]2)[cH:6][c:7]([C:9]([F:10])([F:11])[F:12])[cH:8]1)([F:44])[F:45].[NH4+:49]>>[F:1][C:2]([c:3]1[cH:4][c:5]([CH:13]([CH2:14][OH:15])[O:16][CH:17]2[O:18][CH2:19][CH:20]([CH2:28][NH2:29])[CH:21]2[c:22]2[cH:23][cH:24][cH:25][cH:26][cH:27]2)[cH:6][c:7]([C:9]([F:10])([F:11])[F:12])[cH:8]1)([F:44])[F:45]. Reactants: CC(=O)[O-], CN(C)C=O, O=c1cc(CCl)nc2scnn12, [K+]. Yields the product CC(=O)OCc1cc(=O)n2ncsc2n1. RXN SMILES: [CH3:14][C:15]([O-:16])=[O:17].[CH3:18][N:19]([CH3:20])[CH:21]=[O:22].[Cl:1][CH2:2][c:3]1[n:4][c:5]2[n:6]([c:7](=[O:9])[cH:8]1)[n:10][cH:11][s:12]2.[K+:13]>>[CH2:2]([c:3]1[n:4][c:5]2[n:6]([c:7](=[O:9])[cH:8]1)[n:10][cH:11][s:12]2)[O:17][C:15]([CH3:14])=[O:16]. Reactants: CNc1cccc(C2=NC(C)(C)Cc3cc(OC)c4c(c32)CC(C)(C)O4)c1, [Na+], N#CO[Na], C1CCOC1, [OH-], O=C(O)C(F)(F)F. Yields the product COc1cc2c(c3c1OC(C)(C)C3)C(c1cccc(N(C)C(N)=O)c1)=NC(C)(C)C2. RXN SMILES: [CH3:12][NH:13][c:14]1[cH:15][c:16]([C:20]2=[N:21][C:22]([CH3:37])([CH3:38])[CH2:23][c:24]3[cH:25][c:26]([O:35][CH3:36])[c:27]4[c:28]([c:29]32)[CH2:30][C:31]([CH3:33])([CH3:34])[O:32]4)[cH:17][cH:18][cH:19]1.[Na+:40].[Na:1][O:2][C:3]#[N:4].[O:41]1[CH2:42][CH2:43][CH2:44][CH2:45]1.[OH-:39].[OH:5][C:6]([C:7]([F:8])([F:9])[F:10])=[O:11]>>[O:2]=[C:3]([NH2:4])[N:13]([CH3:12])[c:14]1[cH:15][c:16]([C:20]2=[N:21][C:22]([CH3:37])([CH3:38])[CH2:23][c:24]3[cH:25][c:26]([O:35][CH3:36])[c:27]4[c:28]([c:29]32)[CH2:30][C:31]([CH3:33])([CH3:34])[O:32]4)[cH:17][cH:18][cH:19]1. The reactants are [BH4-], CO, O=C1CCN(S(=O)(=O)c2cccc(C(F)(F)F)c2)CC1, [Na+]. Product: O=S(=O)(c1cccc(C(F)(F)F)c1)N1CCC(O)CC1. As a reaction SMILES: [BH4-:1].[CH3:23][OH:24].[F:3][C:4]([c:5]1[cH:6][c:7]([S:11](=[O:12])(=[O:13])[N:14]2[CH2:15][CH2:16][C:17](=[O:20])[CH2:18][CH2:19]2)[cH:8][cH:9][cH:10]1)([F:21])[F:22].[Na+:2]>>[F:3][C:4]([c:5]1[cH:6][c:7]([S:11](=[O:12])(=[O:13])[N:14]2[CH2:15][CH2:16][CH:17]([OH:20])[CH2:18][CH2:19]2)[cH:8][cH:9][cH:10]1)([F:21])[F:22]. Starting materials: [O-][n+]1c(CO)c(CBr)[n+]([O-])c2ccccc21, ClC(Cl)Cl, Cn1ccnc1S. Yields the product Cn1ccnc1SCc1c(CO)[n+]([O-])c2ccccc2[n+]1[O-]. RXN SMILES: [Br:1][CH2:2][c:3]1[n+:4]([O-:16])[c:5]2[cH:6][cH:7][cH:8][cH:9][c:10]2[n+:11]([O-:15])[c:12]1[CH2:13][OH:14].[CH:24]([Cl:25])([Cl:26])[Cl:27].[SH:17][c:18]1[n:19]([CH3:23])[cH:20][cH:21][n:22]1>>[CH2:2]([c:3]1[n+:4]([O-:16])[c:5]2[cH:6][cH:7][cH:8][cH:9][c:10]2[n+:11]([O-:15])[c:12]1[CH2:13][OH:14])[S:17][c:18]1[n:19]([CH3:23])[cH:20][cH:21][n:22]1. Starting materials: N[C@@H](C(C)(C)C)C(=O)O (L-tert-leucine), C(C)(=O)OC(C)=O (acetic anhydride), O (Water). The solvent is C(=O)O (formic acid), ClCCl (dichloromethane). Conditions: temperature 0 celsius, time 3 hour. Yields the product C(=O)N[C@H](C(=O)O)C(C)(C)C ((S)-2-Formylamino-3,3-dimethyl-butyric acid). As a reaction SMILES: [C:1](OC(=O)C)(=[O:3])C.[NH2:8][C@H:9]([C:14]([OH:16])=[O:15])[C:10]([CH3:13])([CH3:12])[CH3:11].O>ClCCl.C(O)=O>[CH:1]([NH:8][C@@H:9]([C:10]([CH3:13])([CH3:12])[CH3:11])[C:14]([OH:16])=[O:15])=[O:3]. Reported procedure: A solution of acetic anhydride (18 ml) in dichloromethane (15 ml) was added drop wise to a cooled (0° C.) solution of L-tert-leucine (5 g) in formic acid (50 ml). The reaction mixture was stirred at 0° C. for 1 h and at room temperature for 3 h. Water (25 ml) was added. The mixture was stirred for another 30 min, concentrated in vacuo and co-evaporated twice with toluene. The remaining residue was triturated with diethyl ether. The solids were collected and dried in vacuo (50° C.).